This data is from the Open Reaction Database (ORD), a public repository of structured organic reaction records. The task is: describe an organic reaction: reactants, conditions, products, and yield Starting materials: Cn1c(CCCl)nc2cc(Br)c3ccccc3c21, Cl, c1ccc(C2CCNCC2)cc1. Yields the product Cn1c(CCN2CCC(c3ccccc3)CC2)nc2cc(Br)c3ccccc3c21. RXN SMILES: [Br:2][c:3]1[cH:4][c:5]2[c:6]([n:7]([CH3:13])[c:8]([CH2:10][CH2:11][Cl:12])[n:9]2)[c:14]2[cH:15][cH:16][cH:17][cH:18][c:19]12.[ClH:1].[c:20]1([CH:26]2[CH2:27][CH2:28][NH:29][CH2:30][CH2:31]2)[cH:21][cH:22][cH:23][cH:24][cH:25]1>>[Br:2][c:3]1[cH:4][c:5]2[c:6]([n:7]([CH3:13])[c:8]([CH2:10][CH2:11][N:29]3[CH2:28][CH2:27][CH:26]([c:20]4[cH:21][cH:22][cH:23][cH:24][cH:25]4)[CH2:31][CH2:30]3)[n:9]2)[c:14]2[cH:15][cH:16][cH:17][cH:18][c:19]12. Starting materials: ClC1=NC(=CC(=N1)Cl)C (2,4-dichloro-6-methylpyrimidine), N1N=CC=C1N (1H-pyrazol-5-amine), [Na+].[I-] (NaI), CCN(C(C)C)C(C)C (DIEA). Solvent: CN1CCCC1=O (NMP), CCOC(=O)C (EtOAc). Reaction conditions: temperature 80 celsius, time 1 day. Yields the product ClC1=NC(=CC(=N1)NC1=CC=NN1)C (2-chloro-6-methyl-N-(1H-pyrazol-5-yl)pyrimidin-4-amine). The yield is 78.7%. Reaction SMILES: [Cl:1][C:2]1[N:7]=[C:6](Cl)[CH:5]=[C:4]([CH3:9])[N:3]=1.[NH:10]1[C:14]([NH2:15])=[CH:13][CH:12]=[N:11]1.[Na+].[I-].CCN(C(C)C)C(C)C>CN1C(=O)CCC1.CCOC(C)=O>[Cl:1][C:2]1[N:7]=[C:6]([NH:15][C:14]2[NH:10][N:11]=[CH:12][CH:13]=2)[CH:5]=[C:4]([CH3:9])[N:3]=1 |f:2.3|. Procedure details: To the solution of 2,4-dichloro-6-methylpyrimidine (3.00 g) and 1H-pyrazol-5-amine (1.31 g) in NMP (30 ml) was added NaI (2.36 g) and DIEA (6.33 ml). And the mixture was heated to 80° C. under stirring. After 1 day, the mixture was cooled to room temperature. The mixture was diluted with EtOAc. The precipitate was collected by filtration, washed with the mixed solvent of hexane and EtOAc and dried in vacuo to give 2-chloro-6-methyl-N-(1H-pyrazol-5-yl)pyrimidin-4-amine (2.60 g) as a pale pink sol... Starting materials: C12(CC3CC(CC(C1)C3)C2)C=O (adamantane-1-carbaldehyde), C(C)(C)(C)OC(C(C(=O)OC(C)(C)C)C1=C(C=C(C=C1)Br)N)=O (2-(2-amino-4-bromo-phenyl)-malonic acid di-tert-butyl ester), C(C)(=O)O[BH-](OC(C)=O)OC(C)=O.[Na+] (sodium triacetoxyborohydride). Solvent: C(C)(=O)O (acetic acid). Conditions: time 30 minute. The product is C(C)(C)(C)OC(C(C(=O)OC(C)(C)C)C1=C(C=C(C=C1)Br)NCC12CC3CC(CC(C1)C3)C2)=O (2-{2-[(Adamantan-1-ylmethyl)-amino]4-bromo-phenyl}-malonic acid di-tert-butyl ester). As a reaction SMILES: [C:1]12([CH:11]=O)[CH2:10][CH:5]3[CH2:6][CH:7]([CH2:9][CH:3]([CH2:4]3)[CH2:2]1)[CH2:8]2.[C:13]([O:17][C:18](=[O:35])[CH:19]([C:27]1[CH:32]=[CH:31][C:30]([Br:33])=[CH:29][C:28]=1[NH2:34])[C:20]([O:22][C:23]([CH3:26])([CH3:25])[CH3:24])=[O:21])([CH3:16])([CH3:15])[CH3:14].C(O[BH-](OC(=O)C)OC(=O)C)(=O)C.[Na+]>C(O)(=O)C>[C:13]([O:17][C:18](=[O:35])[CH:19]([C:27]1[CH:32]=[CH:31][C:30]([Br:33])=[CH:29][C:28]=1[NH:34][CH2:11][C:1]12[CH2:10][CH:5]3[CH2:4][CH:3]([CH2:9][CH:7]([CH2:6]3)[CH2:8]1)[CH2:2]2)[C:20]([O:22][C:23]([CH3:26])([CH3:25])[CH3:24])=[O:21])([CH3:14])([CH3:15])[CH3:16] |f:2.3|. Procedure details: To a solution of adamantane-1-carbaldehyde (3.77 g, 23 mmol) in acetic acid (45 ml) was added 2-(2-amino-4-bromo-phenyl)-malonic acid di-tert-butyl ester (4.44 g, 11.5 mmol) followed by addition of sodium triacetoxyborohydride (3.41 g, 16 mmol). The reaction mixture stirred for 30 minutes. After removal of the acetic acid, the reaction mixture was then partitioned between water and chloroform. Powdered K2CO3 was added and the pH of the aqueous layer was adjusted to 8. After separation, the organ... Starting materials: C1(=CC=CC=C1)NC1=CC=CC=C1 (diphenylamine), C(C1=CC=CC=C1)Cl (benzyl chloride), C(C1=CC=CC=C1)OC1=CC=CC=C1 (benzylphenyl ether). The solvent is O (water), Na DMF. Product: C1(=CC=CC=C1)N(CC1=CC=CC=C1)C1=CC=CC=C1 (N,N-Diphenylbenzenemethanamine). Reaction SMILES: [CH2:1](OC1C=CC=CC=1)[C:2]1[CH:7]=[CH:6][CH:5]=[CH:4][CH:3]=1.[C:15]1([NH:21][C:22]2[CH:27]=[CH:26][CH:25]=[CH:24][CH:23]=2)[CH:20]=[CH:19][CH:18]=[CH:17][CH:16]=1.C(Cl)C1C=CC=CC=1>O>[C:22]1([N:21]([C:15]2[CH:16]=[CH:17][CH:18]=[CH:19][CH:20]=2)[CH2:1][C:2]2[CH:3]=[CH:4][CH:5]=[CH:6][CH:7]=2)[CH:23]=[CH:24][CH:25]=[CH:26][CH:27]=1. Procedure details: N-phenylbanzaldimine (1.81 g, 0.010 mol) and benzylphenyl ether (1.84 g, 0.010 mol) were heated at 75° C. in Na/DMF solution (2.0 g; 50 mL) for 30 minutes. The solution was then poured in 200 mL of water, the precipitate was filtered washed with water and dried. Recrystallization from methanol, 70 mL, gave white needles (73% isolated) mp 88°-90° C. (lit mp 86°-7°C8, 88°-9°C9). No depression in melting point occurred when this material was admixed with an authentic sample prepared from diphenylam... The reactants are BrC1=C(C=C(C=C1)C1CC(=NN1C1=C(C=CC=C1)Cl)C(=O)O)F (5-(4-bromo-3-fluoro-phenyl)-1-(2-chloro-phenyl)-4,5-dihydro-1H-pyrazole-3-carboxylic acid), S(=O)(Cl)Cl (thionyl chloride). Conditions: temperature 100 celsius, time 2 hour. The product is BrC1=C(C=C(C=C1)C1CC(=NN1C1=C(C=CC=C1)Cl)C(=O)Cl)F (5-(4-bromo-3-fluoro-phenyl)-1-(2-chloro-phenyl)-4,5-dihydro-1H-pyrazole-3-carbonyl chloride). Reaction SMILES: [Br:1][C:2]1[CH:7]=[CH:6][C:5]([CH:8]2[N:12]([C:13]3[CH:18]=[CH:17][CH:16]=[CH:15][C:14]=3[Cl:19])[N:11]=[C:10]([C:20](O)=[O:21])[CH2:9]2)=[CH:4][C:3]=1[F:23].S(Cl)([Cl:26])=O>>[Br:1][C:2]1[CH:7]=[CH:6][C:5]([CH:8]2[N:12]([C:13]3[CH:18]=[CH:17][CH:16]=[CH:15][C:14]=3[Cl:19])[N:11]=[C:10]([C:20]([Cl:26])=[O:21])[CH2:9]2)=[CH:4][C:3]=1[F:23]. Reported procedure: 5-(4-Bromo-3-fluoro-phenyl)-1-(2-chloro-phenyl)-4,5-dihydro-1H-pyrazole-3-carboxylic acid (820.0 mg, 2.1 mmol) prepared in Step 4 was added to thionyl chloride (7.0 mL). The reaction mixture was stirred at 100° C. for 2 hours and then concentrated under reduced pressure. The resulting residue was concentrated under reduced pressure three times, along with using toluene, to give 5-(4-bromo-3-fluoro-phenyl)-1-(2-chloro-phenyl)-4,5-dihydro-1H-pyrazole-3-carbonyl chloride as a dark brown liquid. Reactants: C(C)N1N=C(C=C1C=1C=C(C#N)C=CC1)OC1=C(C=C(C=C1)F)[N+](=O)[O-] (3-[1-ethyl-3-(4-fluoro-2-nitrophenoxy)-1H-pyrazol-5-yl]benzonitrile), [H][H] (hydrogen). Reagents/catalysts: [Pt] (Platinum). The solvent is CO (methanol). Run at time 40 minute. The product is NC1=C(OC2=NN(C(=C2)C=2C=C(C#N)C=CC2)CC)C=CC(=C1)F (3-[3-(2-amino-4-fluorophenoxy)-1-ethyl-1H-pyrazol-5-yl]benzonitrile). Isolated yield 99.9%. As a reaction SMILES: [CH2:1]([N:3]1[C:7]([C:8]2[CH:9]=[C:10]([CH:13]=[CH:14][CH:15]=2)[C:11]#[N:12])=[CH:6][C:5]([O:16][C:17]2[CH:22]=[CH:21][C:20]([F:23])=[CH:19][C:18]=2[N+:24]([O-])=O)=[N:4]1)[CH3:2].[H][H]>CO.[Pt]>[NH2:24][C:18]1[CH:19]=[C:20]([F:23])[CH:21]=[CH:22][C:17]=1[O:16][C:5]1[CH:6]=[C:7]([C:8]2[CH:9]=[C:10]([CH:13]=[CH:14][CH:15]=2)[C:11]#[N:12])[N:3]([CH2:1][CH3:2])[N:4]=1. Procedure details: Platinum (3% on carbon, poisoned with 0.6% vanadium, 24 mg, 3.8 mmol, 0.005 equiv) was added to a solution of 3-[1-ethyl-3-(4-fluoro-2-nitrophenoxy)-1H-pyrazol-5-yl]benzonitrile (266 mg, 0.755 mmol, 1 equiv) in methanol (7.6 mL). The reaction flask was capped with a three way valve attached to a vacuum line and a hydrogen balloon. The reaction flask was alternately evacuated and charged with hydrogen for 3 cycles, and finally left under an atmosphere of hydrogen at 22° C. The reaction mixture wa... Product: COc1ccc(N)cc1N1CC(C)NC(C)C1. The reactants are COc1ccc([N+](=O)[O-])cc1N1CC(C)NC(C)C1, CCO, [H][H]. RXN SMILES: [CH3:1][CH:2]1[CH2:3][N:4]([c:9]2[c:10]([O:18][CH3:19])[cH:11][cH:12][c:13]([N+:15]([O-:16])=[O:17])[cH:14]2)[CH2:5][CH:6]([CH3:8])[NH:7]1.[CH3:20][CH2:21][OH:22].[H:23][H:24]>>[CH3:1][CH:2]1[CH2:3][N:4]([c:9]2[c:10]([O:18][CH3:19])[cH:11][cH:12][c:13]([NH2:15])[cH:14]2)[CH2:5][CH:6]([CH3:8])[NH:7]1.